From a dataset of the Open Reaction Database (ORD), a public repository of structured organic reaction records. describe an organic reaction: reactants, conditions, products, and yield Reactants: ClC1=C(C#N)C=C(C=C1)[N+](=O)[O-] (2-chloro-5-nitrobenzonitrile), OC1CCNCC1 (4-hydroxypiperidine). The solvent is C(C)O (ethanol). Reaction conditions: time 1 hour. The product is [N+](=O)([O-])C=1C=CC(=C(C#N)C1)N1CCC(CC1)O (5-nitro-2-(4-hydroxypiperidin-1-yl)benzonitrile). Yield: 76.7%. Reaction SMILES: Cl[C:2]1[CH:9]=[CH:8][C:7]([N+:10]([O-:12])=[O:11])=[CH:6][C:3]=1[C:4]#[N:5].[OH:13][CH:14]1[CH2:19][CH2:18][NH:17][CH2:16][CH2:15]1>C(O)C>[N+:10]([C:7]1[CH:8]=[CH:9][C:2]([N:17]2[CH2:18][CH2:19][CH:14]([OH:13])[CH2:15][CH2:16]2)=[C:3]([CH:6]=1)[C:4]#[N:5])([O-:12])=[O:11]. Procedure details: 2-chloro-5-nitrobenzonitrile (36 g) and 4-hydroxypiperidine (50 g) were added to ethanol (300 ml), and the mixture was stirred at a refluxing temperature for 1 h. The solvent was evaporated under reduced pressure. Diisopropyl ether was added to the residue to allow crystallization. The crystals were recrystallized from hydrous ethanol to give 5-nitro-2-(4-hydroxypiperidin-1-yl)benzonitrile (37.4 g), melting point: 114–115° C. Reactants: CC(C)(C)OP(=O)([O-])OC(C)(C)C, COCCOC, C[N+](C)(C)C, ClCI. Yields the product CC(C)(C)OP(=O)(OCCl)OC(C)(C)C. As a reaction SMILES: [C:1]([CH3:2])([CH3:3])([CH3:4])[O:5][P:6](=[O:7])([O:8][C:9]([CH3:10])([CH3:11])[CH3:12])[O-:13].[CH2:22]([CH2:23][O:24][CH3:25])[O:26][CH3:27].[CH3:14][N+:15]([CH3:16])([CH3:17])[CH3:18].[Cl:19][CH2:20][I:21]>>[C:1]([CH3:2])([CH3:3])([CH3:4])[O:5][P:6](=[O:7])([O:8][C:9]([CH3:10])([CH3:11])[CH3:12])[O:13][CH2:20][Cl:19]. Starting materials: [H][H] (hydrogen), CC(COCC1=CC=CC=C1)CC=CC(CC=CC(C)C)C (rac. benzyl 2,6,10-trimethylundeca-4,8-dien-1yl ether). The solvent is C(C)(=O)OCC (ethyl acetate). Conditions: time 5 hour. The product is CC(CO)CCCC(CCCC(C)C)C (rac. 2,6,10-trimethylundecan-1-ol). Yield: 85.8%. As a reaction SMILES: [CH3:1][CH:2]([CH2:12][CH:13]=[CH:14][CH:15]([CH3:22])[CH2:16][CH:17]=[CH:18][CH:19]([CH3:21])[CH3:20])[CH2:3][O:4]CC1C=CC=CC=1.[H][H]>C(OCC)(=O)C>[CH3:1][CH:2]([CH2:12][CH2:13][CH2:14][CH:15]([CH3:22])[CH2:16][CH2:17][CH2:18][CH:19]([CH3:21])[CH3:20])[CH2:3][OH:4]. Procedure details: A mixture of 0.15 g (0.5 mmole) of rac. benzyl 2,6,10-trimethylundeca-4,8-dien-1yl ether, 0.1 g of 5% by weight palladiumon 95% by weight carbon and 10 ml. of ethyl acetate was stirred in an atmosphere of hydrogen for 16 hours at room temperature. The catalyst was filtered and the filtrate was concentrated in vacuo. The oily residue was dissolved in 10 ml. of ethyl acetate and rehydrogenated over 0.1 g of 5% palladium on carbon, for 5 hours at room temperature. The catalyst was again filtered an... Starting materials: C1(=CC=CC=C1)C=C1CSCC(C1=O)=CC1=CC=CC=C1 (tetrahydro-3,5-bis-(phenylmethylene)-4H-thiopyran-4-one), C(CC)NN (n-propyl hydrazine). The solvent is CO (MeOH). Conditions: time 0.5 hour. Product: C1(=CC=CC=C1)C1C2=C(N(N1)CCC)C(CSC2)=CC2=CC=CC=C2 (2,4,6,7-Tetrahydro-3-phenyl-7-(phenylmethylene)-1-propylthiopyrano[4,3-c]pyrazole). As a reaction SMILES: [C:1]1([CH:7]=[C:8]2[C:13](=O)[C:12](=[CH:15][C:16]3[CH:21]=[CH:20][CH:19]=[CH:18][CH:17]=3)[CH2:11][S:10][CH2:9]2)[CH:6]=[CH:5][CH:4]=[CH:3][CH:2]=1.[CH2:22]([NH:25][NH2:26])[CH2:23][CH3:24]>CO>[C:1]1([CH:7]2[NH:26][N:25]([CH2:22][CH2:23][CH3:24])[C:13]3[C:12](=[CH:15][C:16]4[CH:21]=[CH:20][CH:19]=[CH:18][CH:17]=4)[CH2:11][S:10][CH2:9][C:8]2=3)[CH:6]=[CH:5][CH:4]=[CH:3][CH:2]=1. Procedure: A mixture of tetrahydro-3,5-bis-(phenylmethylene)-4H-thiopyran-4-one (5.84 g, 20 mmole) and n-propyl hydrazine (1.48 g, 20 mmole, CA 59:8724f) in MeOH (100 ml) is heated at reflux temperature for 3 hours. The initial heterogeneous mixture becomes homogeneous after about 0.5 hour. Upon cooling, crystals form and are collected and washed (MeOH) to give 5.0 g, m.p. 106°-118°. Recrystallization from MeOH gives the major product. Reactants: IC1=C2C(=NC=C1)N(N=C2C(C)C)CC2=CC=C(C=C2)OC (4-iodo-3-isopropyl-1-(4-methoxybenzyl)-1H-pyrazolo[3,4-b]pyridine), IC1=C2C(=NC=C1)N(N=C2C(C)C)CC2=CC=C(C=C2)OC (4-iodo-3-isopropyl-1-(4-methoxybenzyl)-1H-pyrazolo[3,4-b]pyridine), Cl.CN1N=CC(=C1)C=1N=CNC1 (4-(1-methyl-1H-pyrazol-4-yl)-1H-imidazole hydrochloride), IC1=C2C(=NC=C1)NN=C2C(C)C (4-Iodo-3-isopropyl-1H-pyrazolo[3,4-b]pyridine), COC1=CC=C(CCl)C=C1 (4-methoxybenzyl chloride). Product: C(C)(C)C1=NNC2=NC=CC(=C21)N2C=NC(=C2)C=2C=NN(C2)C (3-Isopropyl-4-{4-(1-methyl-1H-pyrazol-4-yl)-1H-imidazol-1-yl}-1H-pyrazolo[3,4-b]pyridine). The yield is 63.0%. As a reaction SMILES: I[C:2]1[CH:7]=[CH:6][N:5]=[C:4]2[N:8](CC3C=CC(OC)=CC=3)[N:9]=[C:10]([CH:11]([CH3:13])[CH3:12])[C:3]=12.IC1C=CN=C2NN=C(C(C)C)C=12.COC1C=CC(CCl)=CC=1.Cl.[CH3:47][N:48]1[CH:52]=[C:51]([C:53]2[N:54]=[CH:55][NH:56][CH:57]=2)[CH:50]=[N:49]1>>[CH:11]([C:10]1[C:3]2[C:4](=[N:5][CH:6]=[CH:7][C:2]=2[N:56]2[CH:57]=[C:53]([C:51]3[CH:50]=[N:49][N:48]([CH3:47])[CH:52]=3)[N:54]=[CH:55]2)[NH:8][N:9]=1)([CH3:12])[CH3:13] |f:3.4|. Reported procedure: According to Example 97(1), 4-iodo-3-isopropyl-1-(4-methoxybenzyl)-1H-pyrazolo[3,4-b]pyridine was prepared using compound (100a) (15.5 g) instead of compound (40d) and using 4-methoxybenzyl chloride instead of {2-(chloromethoxy)ethyl}silane and was used in the subsequent reaction without being purified. According to Example 97(2), 3-isopropyl-1-(4-methoxybenzyl)-4-{4-(1-methyl-1H-pyrazol-4-yl)-1H-imidazol-1-yl}-1H-pyrazolo[3,4-b]pyridine was prepared using 4-iodo-3-isopropyl-1-(4-methoxybenzyl)-... As a reaction SMILES: [CH2:1]([O:8][C:9]1[C:14](=[O:15])[N:13]2[CH2:16][C:17](=[O:20])[N:18]([CH3:19])[C:12]2=[N:11][C:10]=1[C:21]([O:23]CC)=[O:22])[C:2]1[CH:7]=[CH:6][CH:5]=[CH:4][CH:3]=1.[OH-].[Na+].Cl.C(OCC)(=O)C>C(O)C.O1CCCC1>[CH2:1]([O:8][C:9]1[C:14](=[O:15])[N:13]2[CH2:16][C:17](=[O:20])[N:18]([CH3:19])[C:12]2=[N:11][C:10]=1[C:21]([OH:23])=[O:22])[C:2]1[CH:3]=[CH:4][CH:5]=[CH:6][CH:7]=1 |f:1.2|. Starting materials: intermediate 12, C(C1=CC=CC=C1)OC1=C(N=C2N(C1=O)CC(N2C)=O)C(=O)OCC (ethyl 6-benzyloxy-1-methyl-2,5-dioxo-1,2,3,5-tetrahydroimidazo[1,2-a]pyrimidine-7-carboxylate), Cl (hydrochloric acid), C(C)(=O)OCC (ethyl acetate), [OH-].[Na+] (sodium hydroxide). Procedure details: A solution of intermediate 12, ethyl 6-benzyloxy-1-methyl-2,5-dioxo-1,2,3,5-tetrahydroimidazo[1,2-a]pyrimidine-7-carboxylate, (0.084 g, 0.24 mmol) in a mixture of ethanol (5 ml) and tetrahydrofuran (5 ml) was treated with 1.0 ml of a 1 M aqueous sodium hydroxide and the resulting mixture was stirred at 25° C. for 30 min. The reaction mixture was then acidified with 1 N hydrochloric acid and extracted with ethyl acetate. The organic phase was washed with brine, dried over anhydrous magnesium sulf... Run at temperature 25 celsius, time 30 minute. Yield: 95.0%. Run in C(C)O (ethanol), O1CCCC1 (tetrahydrofuran). Yields the product C(C1=CC=CC=C1)OC1=C(N=C2N(C1=O)CC(N2C)=O)C(=O)O (6-Benzyloxy-1-methyl-2,5-dioxo-1,2,3,5-tetrahydroimidazo[1,2-a]pyrimidine-7-carboxylic acid). Starting materials: C(C)OC(=O)C=1NC(=CC1)C#N (5-cyano-1H-pyrrole-2-carboxylic acid ethyl ester), [OH-].[Na+] (sodium hydroxide). The solvent is C(C)O (ethanol). Conditions: temperature 80 celsius, time 2.5 hour. Yields the product C(#N)C1=CC=C(N1)C(=O)O (5-Cyano-1H-pyrrole-2-carboxylic acid). Reaction SMILES: C([O:3][C:4]([C:6]1[NH:7][C:8]([C:11]#[N:12])=[CH:9][CH:10]=1)=[O:5])C.[OH-].[Na+]>C(O)C>[C:11]([C:8]1[NH:7][C:6]([C:4]([OH:5])=[O:3])=[CH:10][CH:9]=1)#[N:12] |f:1.2|. Reported procedure: To 260 mg of 5-cyano-1H-pyrrole-2-carboxylic acid ethyl ester (as prepared in the previous step) (1.59 mmol) in ethanol (6 mL) was added 1M aq sodium hydroxide (3.00 mL, 3.00 mmol) and the mixture was stirred at 80° C. for 2.5 h. The solvent was removed in vacuo, and the resulting solution was acidified to pH 3 with concentrated hydrochloric acid. The solid was collected on a filter and washed with water (1 mL) and dried under high vacuum to yield the title compound as a light tan solid which wa... Reactants: C(CCCCC)OC1=C(C=CC=C1)OCCCCCC (1,2-Dihexyloxybenzene), CN(C1=CC=CC=C1)C=O (N-methylformanilide), P(=O)(Cl)(Cl)Cl (phosphorus oxychloride). Conditions: temperature 60 celsius, time 1 hour. The product is C(CCCCC)OC=1C=C(C=O)C=CC1OCCCCCC (3,4-Dihexyloxybenzaldehyde). As a reaction SMILES: [CH2:1]([O:7][C:8]1[CH:13]=[CH:12][CH:11]=[CH:10][C:9]=1[O:14][CH2:15][CH2:16][CH2:17][CH2:18][CH2:19][CH3:20])[CH2:2][CH2:3][CH2:4][CH2:5][CH3:6].CN([CH:29]=[O:30])C1C=CC=CC=1.P(Cl)(Cl)(Cl)=O>>[CH2:15]([O:14][C:9]1[CH:10]=[C:11]([CH:12]=[CH:13][C:8]=1[O:7][CH2:1][CH2:2][CH2:3][CH2:4][CH2:5][CH3:6])[CH:29]=[O:30])[CH2:16][CH2:17][CH2:18][CH2:19][CH3:20]. Procedure details: 1,2-Dihexyloxybenzene (11.14 g; 40 mmol) and N-methylformanilide (5.41 g; 40 mmol) are cooled to 0° C., and phosphorus oxychloride (6.13 g; 40 mmol) is added. Heating is then carried out for 1 hour at 25° C., followed by stirring for 4 hours at 60° C. The reaction mixture is poured onto ice and then adjusted to pH 6. Extraction is carried out with tert-butyl methyl ether (2×200 ml), and washing is carried out with NaHCO3 (2×100 ml). The organic phase is dried over Na2SO4, filtered and concentrat... The reactants are CCOCc1nc2c(N)nc3cc(Br)ccc3c2n1CC1COC(C)(C)O1, OCCCO, OB(O)c1cccnc1. The product is CCOCc1nc2c(N)nc3cc(-c4cccnc4)ccc3c2n1CC1COC(C)(C)O1. As a reaction SMILES: [Br:1][c:2]1[cH:3][cH:4][c:5]2[c:6]3[c:7]([c:8]([NH2:12])[n:9][c:10]2[cH:11]1)[n:13][c:14]([CH2:24][O:25][CH2:26][CH3:27])[n:15]3[CH2:16][CH:17]1[O:18][C:19]([CH3:22])([CH3:23])[O:20][CH2:21]1.[CH2:28]([OH:29])[CH2:30][CH2:31][OH:32].[n:33]1[cH:34][c:35]([B:39]([OH:40])[OH:41])[cH:36][cH:37][cH:38]1>>[c:2]1(-[c:35]2[cH:34][n:33][cH:38][cH:37][cH:36]2)[cH:3][cH:4][c:5]2[c:6]3[c:7]([c:8]([NH2:12])[n:9][c:10]2[cH:11]1)[n:13][c:14]([CH2:24][O:25][CH2:26][CH3:27])[n:15]3[CH2:16][CH:17]1[O:18][C:19]([CH3:22])([CH3:23])[O:20][CH2:21]1.